This data is from the Open Reaction Database (ORD), a public repository of structured organic reaction records. The task is: describe an organic reaction: reactants, conditions, products, and yield The reactants are Cl (hydrochloride), C(C)(C)(C)OC(NC1(CCCC(CCC1)OC=1C=C2C=CN=C(C2=CC1Cl)OCC1=CC=CC=C1)CCCO)=O ([5-(1-Benzyloxy-7-chloro-isoquinolin-6-yloxy)-1-(3-hydroxy-propyl)-cyclooctyl]-carbamic acid tert-butyl ester), 6-(cis-4-amino-4-cyclopropyl-cyclohexyloxy)-7-chloro-2H-isoquinolin-1-one. Yields the product NC1(CCCC(CCC1)OC=1C=C2C=CNC(C2=CC1Cl)=O)CCCO (6-[5-Amino-5-(3-hydroxy-propyl)-cyclooctyloxy]-7-chloro-2H-isoquinolin-1-one). Yield: 83.7%. As a reaction SMILES: Cl.C(OC(=O)[NH:8][C:9]1([CH2:37][CH2:38][CH2:39][OH:40])[CH2:16][CH2:15][CH2:14][CH:13]([O:17][C:18]2[CH:19]=[C:20]3[C:25](=[CH:26][C:27]=2[Cl:28])[C:24]([O:29]CC2C=CC=CC=2)=[N:23][CH:22]=[CH:21]3)[CH2:12][CH2:11][CH2:10]1)(C)(C)C>>[NH2:8][C:9]1([CH2:37][CH2:38][CH2:39][OH:40])[CH2:16][CH2:15][CH2:14][CH:13]([O:17][C:18]2[CH:19]=[C:20]3[C:25](=[CH:26][C:27]=2[Cl:28])[C:24](=[O:29])[NH:23][CH:22]=[CH:21]3)[CH2:12][CH2:11][CH2:10]1. Reported procedure: 168 mg of 6-[5-amino-5-(3-hydroxy-propyl)-cyclooctyloxy]-7-chloro-2H-isoquinolin-1-one (60) were synthesized as diastereomeric mixture as hydrochloride from 300 mg (0.53 mmol) of [5-(1-benzyloxy-7-chloro-isoquinolin-6-yloxy)-1-(3-hydroxy-propyl)-cyclooctyl]-carbamic acid tert-butyl ester (59) using the standard deprotection procedure described for the synthesis of 6-(cis-4-amino-4-cyclopropyl-cyclohexyloxy)-7-chloro-2H-isoquinolin-1-one (41). Rt=2.07 min, 2.12 min (Method H). Detected mass: 379.... The reactants are N1(CCCC1)CCOC1=CC=C(C=C1)C1=C(C2=C(S1)C=CC=C2)C(=O)C2=CC=C(C=C2)OC2CN(CC2)CC (4-[(1-Ethylpyrrolidin-3-yl)oxy]phenyl 2-[4-[2-(1-Pyrrolidinyl)ethoxy]phenyl]benzo[b]thiophen-3-yl Ketone), [H-].[Al+3].[Li+].[H-].[H-].[H-] (lithium aluminum hydride), C(C)[SiH](CC)CC (triethylsilane), FC(C(=O)O)(F)F (trifluroacetic acid). The solvent is C1CCOC1 (THF), ClCCl (dichloromethane). Run at time 20 minute. The product is C(C)N1CC(CC1)OC1=CC=C(CC=2C3=C(SC2C2=CC=C(C=C2)OCCN2CCCC2)C=CC=C3)C=C1 (4-[(1-Ethylpyrrolidin-3-yl)oxy]benzyl-2-[4-[2-(1-pyrrolidinyl)ethoxy]phenyl]benzo[b]-thiophene). Isolated yield 82.6%. RXN SMILES: [N:1]1([CH2:6][CH2:7][O:8][C:9]2[CH:14]=[CH:13][C:12]([C:15]3[S:19][C:18]4[CH:20]=[CH:21][CH:22]=[CH:23][C:17]=4[C:16]=3[C:24]([C:26]3[CH:31]=[CH:30][C:29]([O:32][CH:33]4[CH2:37][CH2:36][N:35]([CH2:38][CH3:39])[CH2:34]4)=[CH:28][CH:27]=3)=O)=[CH:11][CH:10]=2)[CH2:5][CH2:4][CH2:3][CH2:2]1.[H-].[Al+3].[Li+].[H-].[H-].[H-].C([SiH](CC)CC)C.FC(F)(F)C(O)=O>C1COCC1.ClCCl>[CH2:38]([N:35]1[CH2:36][CH2:37][CH:33]([O:32][C:29]2[CH:30]=[CH:31][C:26]([CH2:24][C:16]3[C:17]4[CH:23]=[CH:22][CH:21]=[CH:20][C:18]=4[S:19][C:15]=3[C:12]3[CH:13]=[CH:14][C:9]([O:8][CH2:7][CH2:6][N:1]4[CH2:2][CH2:3][CH2:4][CH2:5]4)=[CH:10][CH:11]=3)=[CH:27][CH:28]=2)[CH2:34]1)[CH3:39] |f:1.2.3.4.5.6|. Procedure details: The ketone of Example 170 (112 mg, 0.20 mmol) in THF (3 mL) was treated with lithium aluminum hydride (25 mg) at 0° C. for 1 h, then quenched with water (1 mL) and sodium hydroxide (5.0M, 1 mL). Stirring continued for 20 min. The reaction mixture was diluted with brine (50 mL) and extracted with dichloromethane (3×50 mL). The combined organic layers were dried with sodium sulfate and concentrated in vacuo to give a white foam-like material. This material was dissolved in dichloromethane (5 mL), ...